This data is from the Open Reaction Database (ORD), a public repository of structured organic reaction records. The task is: describe an organic reaction: reactants, conditions, products, and yield Reactants: CN(CCCl)CCCl, CCO, Cl, [K+], [K+], Nc1ccc(N2CCCCC2)c([N+](=O)[O-])c1, O=C([O-])[O-]. Product: CN1CCN(c2ccc(N3CCCCC3)c([N+](=O)[O-])c2)CC1. As a reaction SMILES: [CH3:18][N:19]([CH2:20][CH2:21][Cl:25])[CH2:23][CH2:24][Cl:22].[CH3:32][CH2:33][OH:34].[ClH:17].[K+:26].[K+:27].[N+:1](=[O:2])([O-:3])[c:4]1[cH:5][c:6]([NH2:16])[cH:7][cH:8][c:9]1[N:10]1[CH2:11][CH2:12][CH2:13][CH2:14][CH2:15]1.[O-:28][C:29]([O-:30])=[O:31]>>[N+:1](=[O:2])([O-:3])[c:4]1[cH:5][c:6]([N:16]2[CH2:21][CH2:20][N:19]([CH3:18])[CH2:23][CH2:24]2)[cH:7][cH:8][c:9]1[N:10]1[CH2:11][CH2:12][CH2:13][CH2:14][CH2:15]1.